This data is from the Open Reaction Database (ORD), a public repository of structured organic reaction records. The task is: describe an organic reaction: reactants, conditions, products, and yield Procedure: A mixture consisting of 10.6 grams of methyl 3-(5-tert.-butyl-2,3-dimethyl-4-hydroxyphenyl)propionate and 11.9 grams of n-octadecylamine were heated together for 1 hour at 160° to 165° and then at 175° to 180° for four hours, the methanol of reaction being removed continuously by distillation. Crystallization from methanol yielded white crystals melting at 85° to 87° (Compound 35). Run at time 4 hour. Reaction SMILES: [C:1]([C:5]1[C:6]([OH:19])=[C:7]([CH3:18])[C:8]([CH3:17])=[C:9]([CH2:11][CH2:12][C:13]([O:15]C)=O)[CH:10]=1)([CH3:4])([CH3:3])[CH3:2].[CH2:20]([NH2:38])[CH2:21][CH2:22][CH2:23][CH2:24][CH2:25][CH2:26][CH2:27][CH2:28][CH2:29][CH2:30][CH2:31][CH2:32][CH2:33][CH2:34][CH2:35][CH2:36][CH3:37]>CO>[CH2:20]([NH:38][C:13](=[O:15])[CH2:12][CH2:11][C:9]1[CH:10]=[C:5]([C:1]([CH3:2])([CH3:3])[CH3:4])[C:6]([OH:19])=[C:7]([CH3:18])[C:8]=1[CH3:17])[CH2:21][CH2:22][CH2:23][CH2:24][CH2:25][CH2:26][CH2:27][CH2:28][CH2:29][CH2:30][CH2:31][CH2:32][CH2:33][CH2:34][CH2:35][CH2:36][CH3:37]. The solvent is CO (methanol). Product: C(CCCCCCCCCCCCCCCCC)NC(CCC1=C(C(=C(C(=C1)C(C)(C)C)O)C)C)=O (N-n-Octadecyl-3-(5-tert.-butyl-2,3-dimethyl-4-hydroxyphenyl)propionamide). The reactants are C(C)(C)(C)C=1C(=C(C(=C(C1)CCC(=O)OC)C)C)O (methyl 3-(5-tert.-butyl-2,3-dimethyl-4-hydroxyphenyl)propionate), C(CCCCCCCCCCCCCCCCC)N (n-octadecylamine). Starting materials: C(#N)C1=C(NC(=C(C1C=1C=C2C(=NN(C2=CC1)C(=O)OC(C)(C)C)NS(=O)(=O)CCC)C#N)C)C (Tert-Butyl 5-(3,5-dicyano-2,6-dimethyl-1,4-dihydropyridin-4-yl)-3-[(propylsulfonyl)amino]-1H-indazole-1-carboxylate), FC(C(=O)O)(F)F (trifluoroacetic acid). Run in ClCCl (dichloromethane). Run at time 2 hour. Product: C(#N)C1=C(NC(=C(C1C=1C=C2C(=NNC2=CC1)NS(=O)(=O)CCC)C#N)C)C (N-[5-(3,5-Dicyano-2,6-dimethyl-1,4-dihydropyridin-4-yl)-1H-indazol-3-yl]propane-1-sulfonamide). Reaction SMILES: [C:1]([C:3]1[CH:8]([C:9]2[CH:10]=[C:11]3[C:15](=[CH:16][CH:17]=2)[N:14](C(OC(C)(C)C)=O)[N:13]=[C:12]3[NH:25][S:26]([CH2:29][CH2:30][CH3:31])(=[O:28])=[O:27])[C:7]([C:32]#[N:33])=[C:6]([CH3:34])[NH:5][C:4]=1[CH3:35])#[N:2].FC(F)(F)C(O)=O>ClCCl>[C:1]([C:3]1[CH:8]([C:9]2[CH:10]=[C:11]3[C:15](=[CH:16][CH:17]=2)[NH:14][N:13]=[C:12]3[NH:25][S:26]([CH2:29][CH2:30][CH3:31])(=[O:28])=[O:27])[C:7]([C:32]#[N:33])=[C:6]([CH3:34])[NH:5][C:4]=1[CH3:35])#[N:2]. Procedure details: 57.8 mg (0.12 mmol) tert-butyl 5-(3,5-dicyano-2,6-dimethyl-1,4-dihydropyridin-4-yl)-3-[(propyl-sulfonyl)amino]-1H-indazole-1-carboxylate (Example 20A) were dissolved in dichloromethane (4 ml) and treated with 0.1 ml (1.28 mmol) trifluoroacetic acid. The mixture was stirred at room temperature for 2 h and then concentrated under reduced pressure. The residue was dissolved in ethyl acetate and washed with saturated aqueous sodium bicarbonate solution. The organic layer was separated, dried over so... Starting materials: NC1CCCc2ccccc21, O=Cc1ccccc1-c1ccc(C(F)(F)F)cc1. Yields the product FC(F)(F)c1ccc(-c2ccccc2CNC2CCCc3ccccc32)cc1. RXN SMILES: [CH:19]1([NH2:29])[CH2:20][CH2:21][CH2:22][c:23]2[cH:24][cH:25][cH:26][cH:27][c:28]21.[F:1][C:2]([c:3]1[cH:4][cH:5][c:6](-[c:9]2[c:10]([CH:15]=[O:16])[cH:11][cH:12][cH:13][cH:14]2)[cH:7][cH:8]1)([F:17])[F:18]>>[F:1][C:2]([c:3]1[cH:4][cH:5][c:6](-[c:9]2[c:10]([CH2:15][NH:29][CH:19]3[CH2:20][CH2:21][CH2:22][c:23]4[cH:24][cH:25][cH:26][cH:27][c:28]43)[cH:11][cH:12][cH:13][cH:14]2)[cH:7][cH:8]1)([F:17])[F:18]. Starting materials: O1CCC2=C1C(=CC=C2)C(=O)OC (methyl 2,3-dihydro-1-benzofuran-7-carboxylate), O=P12OP3(=O)OP(=O)(O1)OP(=O)(O2)O3.CS(=O)(=O)O (phosphorus pentoxide methanesulfonic acid), COC1=C(C=C(C=C1)C)S(=O)(=O)O (2-methoxy-5-methylbenzenesulfonic acid), O1CCC2=C1C(=CC=C2)C(=O)OC (methyl 2,3-dihydro-1-benzofuran-7-carboxylate), COC1=C(C=C(C=C1)C)S(=O)(=O)O (2-methoxy-5-methylbenzenesulfonic acid). Conditions: time 48 hour. Product: COC1=C(C=C(C=C1)C)S(=O)(=O)C=1C=C(C2=C(CCO2)C1)C(=O)OC (Methyl 5-[(2-methoxy-5-methylphenyl)sulfonyl]-2,3-dihydro-1-benzofuran-7-carboxylate). RXN SMILES: [O:1]1[C:5]2[C:6]([C:10]([O:12][CH3:13])=[O:11])=[CH:7][CH:8]=[CH:9][C:4]=2[CH2:3][CH2:2]1.[CH3:14][O:15][C:16]1[CH:21]=[CH:20][C:19]([CH3:22])=[CH:18][C:17]=1[S:23](O)(=[O:25])=[O:24].O=P12OP3(OP(OP(O3)(O1)=O)(=O)O2)=O.CS(O)(=O)=O>>[CH3:14][O:15][C:16]1[CH:21]=[CH:20][C:19]([CH3:22])=[CH:18][C:17]=1[S:23]([C:8]1[CH:7]=[C:6]([C:10]([O:12][CH3:13])=[O:11])[C:5]2[O:1][CH2:2][CH2:3][C:4]=2[CH:9]=1)(=[O:24])=[O:25] |f:2.3|. Procedure: To methyl 2,3-dihydro-1-benzofuran-7-carboxylate (1 g, 5.6 mmol; Intermediate 65) were 2-methoxy-5-methylbenzenesulfonic acid (1.13 g, 5.6 mmol) and phosphorus pentoxide-methanesulfonic acid solution (1:10; 13.5 mL) added. The mixture was stirred at room temperature for 48 h. Additional 2-methoxy-5-methylbenzenesulfonic acid (0.56 g, 2.8 mmol) was added and the reaction mixture was stirred at 50° C. for 15 h. The mixture was poured onto water/ice and the formed precipitate was filtrated off, dis... Starting materials: O=C1CCC(=O)N1Cl, Fc1cc2ccncc2cc1Cl, [Na+], [OH-], O=S(=O)(O)O. Yields the product Fc1c(Cl)cc2cnccc2c1Cl. As a reaction SMILES: [Cl:13][N:14]1[C:15](=[O:16])[CH2:17][CH2:18][C:19]1=[O:20].[Cl:1][c:2]1[c:3]([F:12])[cH:4][c:5]2[cH:6][cH:7][n:8][cH:9][c:10]2[cH:11]1.[Na+:22].[OH-:21].[S:23](=[O:24])(=[O:25])([OH:26])[OH:27]>>[Cl:1][c:2]1[c:3]([F:12])[c:4]([Cl:13])[c:5]2[cH:6][cH:7][n:8][cH:9][c:10]2[cH:11]1. Reactants: NC=1SC(=C(C1C(=O)N)C)C1=CC2=C(OCCO2)C=C1 (2-Amino-4-methyl-5-(1,4-benzodioxan-6-yl)-3-thiophencarboxamide), ClC(C(=O)N=C=O)(Cl)Cl (trichloroacetylisocyanate), N (ammonia), solution. Run in O1CCCC1 (tetrahydrofuran), CO (methanol). Run at temperature 0 celsius, time 30 minute. Product: NC(=O)NC=1SC(=C(C1C(=O)N)C)C1=CC2=C(OCCO2)C=C1 (2-[(Aminocarbonyl)amino]-4-methyl-5-(1,4-benzodioxan-6-yl)-3-thiophenecarboxamide). Reaction SMILES: [NH2:1][C:2]1[S:3][C:4]([C:11]2[CH:20]=[CH:19][C:14]3[O:15][CH2:16][CH2:17][O:18][C:13]=3[CH:12]=2)=[C:5]([CH3:10])[C:6]=1[C:7]([NH2:9])=[O:8].ClC(Cl)(Cl)[C:23]([N:25]=C=O)=[O:24].N>O1CCCC1.CO>[NH2:25][C:23]([NH:1][C:2]1[S:3][C:4]([C:11]2[CH:20]=[CH:19][C:14]3[O:15][CH2:16][CH2:17][O:18][C:13]=3[CH:12]=2)=[C:5]([CH3:10])[C:6]=1[C:7]([NH2:9])=[O:8])=[O:24]. Reported procedure: 2-Amino-4-methyl-5-(1,4-benzodioxan-6-yl)-3-thiophencarboxamide (0.44 g) was dissolved in tetrahydrofuran (10 ml), cooled to 0° C. and trichloroacetylisocyanate (0.11 ml) added dropwise with stirring. Stirring was continued for a further 30 minutes at room temperature and then a solution of ammonia in methanol (8 ml of a 10% solution) was added and stirring was continued for a further 3 h. The solvent was evaporated and the residue treated with ethyl acetate and the product filtered off. Reactants: CCOC(C)=O, Cc1cc(N)cc(C)c1Oc1ccc(Cl)cc1Cl, O=C1CCC(=O)N1Cl, c1ccccc1. The product is Cc1cc(N)c(Cl)c(C)c1Oc1ccc(Cl)cc1Cl. Reaction SMILES: [CH3:33][CH2:34][O:35][C:36](=[O:37])[CH3:38].[Cl:1][c:2]1[c:3]([O:4][c:5]2[c:6]([CH3:13])[cH:7][c:8]([NH2:9])[cH:10][c:11]2[CH3:12])[cH:14][cH:15][c:16]([Cl:18])[cH:17]1.[Cl:25][N:26]1[C:27](=[O:28])[CH2:29][CH2:30][C:31]1=[O:32].[cH:19]1[cH:20][cH:21][cH:22][cH:23][cH:24]1>>[Cl:1][c:2]1[c:3]([O:4][c:5]2[c:6]([CH3:13])[cH:7][c:8]([NH2:9])[c:10]([Cl:25])[c:11]2[CH3:12])[cH:14][cH:15][c:16]([Cl:18])[cH:17]1.